Dataset: the Open Reaction Database (ORD), a public repository of structured organic reaction records. Task: describe an organic reaction: reactants, conditions, products, and yield Reactants: O1C(OCC1)C=1C=NC=NC1 (5-(1,3-dioxolan-2-yl)pyrimidine), CI (Methyl iodide). Solvent: C(C)#N (acetonitrile). Conditions: time 8 hour. Yields the product [I-].C[N+]1=CN=CC(=C1)C1OCCO1 (1-Methyl-5-(1,3-dioxolan-2-yl)pyrimidinium iodide). Yield: 79.5%. Reaction SMILES: [O:1]1[CH2:5][CH2:4][O:3][CH:2]1[C:6]1[CH:7]=[N:8][CH:9]=[N:10][CH:11]=1.[CH3:12][I:13]>C(#N)C>[I-:13].[CH3:12][N+:10]1[CH:11]=[C:6]([CH:2]2[O:1][CH2:5][CH2:4][O:3]2)[CH:7]=[N:8][CH:9]=1 |f:3.4|. Procedure: 5-(1,3-dioxolan-2-yl)pyrimidine (0.573 g, 3.77 mmol) and acetonitrile (3 ml) were stirred under dry nitrogen in a bomb tube with rubber seal. Methyl iodide (0.7 ml, 11.30 mmol) was added, the bomb properly sealed and stirring continued at room temperature overnight. This resulted in a yellow suspension which was vacuum-filtered to obtain yellow powdery crystals. The powder was put in drying pistol to give 0.881 g (84%) yellow crystals. Recrystallization from ethanol gave fine crystals mp 188°-19... Reactants: FC1=C(C#N)C=CC=C1O (2-fluoro-3-hydroxybenzonitrile), BrCC(C)C (1-bromo-2-methylpropane), C(=O)([O-])[O-].[K+].[K+] (K2CO3). Solvent: CC#N (MeCN). Reaction conditions: temperature 60 celsius, time 8 hour. The product is FC1=C(C#N)C=CC=C1OCC(C)C (2-fluoro-3-isobutoxybenzonitrile). The yield is 86.5%. As a reaction SMILES: [F:1][C:2]1[C:9]([OH:10])=[CH:8][CH:7]=[CH:6][C:3]=1[C:4]#[N:5].Br[CH2:12][CH:13]([CH3:15])[CH3:14].C([O-])([O-])=O.[K+].[K+]>CC#N>[F:1][C:2]1[C:9]([O:10][CH2:12][CH:13]([CH3:15])[CH3:14])=[CH:8][CH:7]=[CH:6][C:3]=1[C:4]#[N:5] |f:2.3.4|. Procedure details: A 100 mL round bottom flask was charged with a magnetic stir bar, 2-fluoro-3-hydroxybenzonitrile (0.500 g, 3.65 mmol), MeCN (13.89 ml), 1-bromo-2-methylpropane (0.699 ml, 7.29 mmol), and K2CO3 (1.008 g, 7.29 mmol). The mixture was then placed in an oil bath and heated to 60° C. with stirring overnight. This mixture was then cooled to rt, filtered through a bed of Celite, and conc. In vacuo. The crude material was purified via silica gel chromatography (40 g) using ethyl acetate/hexanes (1:4) as ... Starting materials: N(=[N+]=[N-])[C@H]([C@@H]([C@H](CC1CCCCC1)NC([C@H](CC=1N=CNC1)NC([C@H](CC1=CC=CC=C1)CS(=O)(=O)C(C)(C)C)=O)=O)O)C1CC1 ((S)-N-[(1S,2R,3S)-3-azido-1-(cyclohexylmethyl)-3-cyclopropyl-2-hydroxypropyl]-α-[(S)-α-[(tert-butylsulphonyl)methyl]hydrocinnamamido]imidazole-4-propionamide). Reagents/catalysts: [Pd] (palladium/carbon). Solvent: CO (methanol). Run at time 4 hour. Yields the product N[C@H]([C@H]([C@H](CC1CCCCC1)NC([C@H](CC=1N=CNC1)NC([C@H](CC1=CC=CC=C1)CS(=O)(=O)C(C)(C)C)=O)=O)O)C1CC1 ((S)-N-[(1S,2R,3S)-3-amino-1-(cyclohexylmethyl)-3-cyclopropyl-2-hydroxypropyl]-α-[(S)-α-[(tert-butylsulphonyl)methyl]hydrocinnamamido]imidazole-4-propionamide). Yield: 61.7%. RXN SMILES: [N:1]([C@@H:4]([CH:44]1[CH2:46][CH2:45]1)[C@H:5]([OH:43])[C@@H:6]([NH:14][C:15](=[O:42])[C@@H:16]([NH:23][C:24](=[O:41])[C@@H:25]([CH2:33][S:34]([C:37]([CH3:40])([CH3:39])[CH3:38])(=[O:36])=[O:35])[CH2:26][C:27]1[CH:32]=[CH:31][CH:30]=[CH:29][CH:28]=1)[CH2:17][C:18]1[N:19]=[CH:20][NH:21][CH:22]=1)[CH2:7][CH:8]1[CH2:13][CH2:12][CH2:11][CH2:10][CH2:9]1)=[N+]=[N-]>CO.[Pd]>[NH2:1][C@@H:4]([CH:44]1[CH2:46][CH2:45]1)[C@@H:5]([OH:43])[C@@H:6]([NH:14][C:15](=[O:42])[C@@H:16]([NH:23][C:24](=[O:41])[C@@H:25]([CH2:33][S:34]([C:37]([CH3:40])([CH3:39])[CH3:38])(=[O:36])=[O:35])[CH2:26][C:27]1[CH:32]=[CH:31][CH:30]=[CH:29][CH:28]=1)[CH2:17][C:18]1[N:19]=[CH:20][NH:21][CH:22]=1)[CH2:7][CH:8]1[CH2:13][CH2:12][CH2:11][CH2:10][CH2:9]1. Procedure details: A suspension of 60 mg (0.09 mmol) of (S)-N-[(1S,2R,3S)-3-azido-1-(cyclohexylmethyl)-3-cyclopropyl-2-hydroxypropyl]-α-[(S)-α-[(tert-butylsulphonyl)methyl]hydrocinnamamido]imidazole-4-propionamide and 20 mg of palladium/carbon (5%) in 15 ml of methanol is hydrogenated at room temperature for 4 hours. After filtering off the catalyst the solvent is evaporated under reduced pressure. For purification, the crude product (40 mg) is chromatographed on 10 g of silica gel using a 80:10:1 mixture of methy... Starting materials: C(C)(C)(C)OC(NC1(C(C1)C=C)C=O)=O ((1-Formyl-2-vinyl-cyclopropyl)-carbamic acid tert-butyl ester), C(C)(C)(C)[N+]#[C-] (tert-butylisonitrile), N1=CC=CC=C1 (pyridine), FC(C(=O)O)(F)F (trifluoroacetic acid). The solvent is CCCCCC.C(C)(=O)OCC (hexane ethyl acetate), ClCCl (dichloromethane), C(C)(=O)OCC (ethyl acetate). Reaction conditions: time 30 minute. Yields the product C(C)(C)(C)OC(NC1(C(C1)C=C)C(O)C(NC(C)(C)C)=O)=O ([1-(tert-Butylcarbamoyl-hydroxy-methyl)-2-vinyl-cyclopropyl]-carbamic acid tert-butyl ester). Yield: 33.7%. Reaction SMILES: [C:1]([O:5][C:6](=[O:15])[NH:7][C:8]1([CH:13]=[O:14])[CH2:10][CH:9]1[CH:11]=[CH2:12])([CH3:4])([CH3:3])[CH3:2].[C:16]([N+:20]#[C-:21])([CH3:19])([CH3:18])[CH3:17].N1C=CC=CC=1.FC(F)(F)C(O)=[O:31]>ClCCl.C(OCC)(=O)C.CCCCCC.C(OCC)(=O)C>[C:1]([O:5][C:6](=[O:15])[NH:7][C:8]1([CH:13]([C:21](=[O:31])[NH:20][C:16]([CH3:19])([CH3:18])[CH3:17])[OH:14])[CH2:10][CH:9]1[CH:11]=[CH2:12])([CH3:4])([CH3:2])[CH3:3] |f:6.7|. Procedure: To a solution of the aldehyde 19b (0.054 g, 0.255 mmol) and tert-butylisonitrile (0.043 ml, 0.38 mmol) in dichloromethane (1 ml) and pyridine (0.083 ml, 1.02 mmol) under nitrogen was added trifluoroacetic acid (0.039 ml, 0.51 mmol). After 30 min at rt, the reaction mixture was allowed to reach rt and was stirred for another 2 days. TLC (7:3 hexane-ethyl acetate) and LC-MS monitoring then indicated approx 60% conversion and the reaction mixture was diluted with ethyl acetate (10 ml). The solution... Reactants: C(C1=CC(C(=O)Cl)=CC=C1)(=O)Cl (isophthaloyl dichloride), [H-].[Al+3].[Li+].[H-].[H-].[H-] (lithium aluminum hydride), ice, Diacylchloride. Run in O1CCCC1 (THF), O1CCCC1 (tetrahydrofuran). Reaction conditions: time 4 hour. Product: C1(=CC(=CC=C1)CO)CO (1,3-Benzenedimethanol). Yield: 94.0%. Reaction SMILES: [H-].[Al+3].[Li+].[H-].[H-].[H-].[C:7](Cl)(=[O:17])[C:8]1[CH:16]=[CH:15][CH:14]=[C:10]([C:11](Cl)=[O:12])[CH:9]=1>O1CCCC1>[C:8]1([CH2:7][OH:17])[CH:16]=[CH:15][CH:14]=[C:10]([CH2:11][OH:12])[CH:9]=1 |f:0.1.2.3.4.5|. Procedure details: To a two-liter, 3-necked round-bottomed flask equipped with a 500-ml constant pressure addition funnel, an overhead stirrer, a thermocouple and a nitrogen inlet was added 27 g (0.74 mol) of lithium aluminum hydride (95%) and 1000 ml of anhydrous tetrahydrofuran (THF). The addition funnel was charged with a solution of 100 g (0.493 mol) of isophthaloyl dichloride in 400 ml of anhydrous THF. Diacylchloride was added slowly over a period of 2 hours with cooling in an ice bath. Once addition was com... Starting materials: O (Water), ClCN1N=C(N=C1)C(C(F)(F)F)(F)F (1-(chloromethyl)-3-(pentafluoroethyl)-1H-1,2,4-triazole), C(C=C)C(C#N)C#N (allyl malononitrile), C([O-])([O-])=O.[K+].[K+] (potassium carbonate). The solvent is CN(C=O)C (N,N-dimethylformamide). Product: C(C=C)C(C#N)(C#N)CN1N=C(N=C1)C(C(F)(F)F)(F)F (allyl {[3-(pentafluoroethyl)-1H-1,2,4-triazole 1-yl]methyl}malononitrile). RXN SMILES: Cl[CH2:2][N:3]1[CH:7]=[N:6][C:5]([C:8]([F:14])([F:13])[C:9]([F:12])([F:11])[F:10])=[N:4]1.[CH2:15]([CH:18]([C:21]#[N:22])[C:19]#[N:20])[CH:16]=[CH2:17].C(=O)([O-])[O-].[K+].[K+].O>CN(C)C=O>[CH2:15]([C:18]([CH2:2][N:3]1[CH:7]=[N:6][C:5]([C:8]([F:14])([F:13])[C:9]([F:12])([F:11])[F:10])=[N:4]1)([C:21]#[N:22])[C:19]#[N:20])[CH:16]=[CH2:17] |f:2.3.4|. Reported procedure: 1-(chloromethyl)-3-(pentafluoroethyl)-1H-1,2,4-triazole and 1.02 g of allyl malononitrile were dissolved in 28 ml of N,N-dimethylformamide. 2.76 g of potassium carbonate was added to the solution under ice cooling with stirring, followed by stirring at room temperature for overnight. Water was added to the reaction mixture, and then extracted with MTBE. The organic layer was washed with water, dried over anhydrous magnesium sulfate, filtered, and concentrated under reduced pressure. The residue ...